This data is from the Open Reaction Database (ORD), a public repository of structured organic reaction records. The task is: describe an organic reaction: reactants, conditions, products, and yield Starting materials: ClC(COC(=O)[C@H]1NN(CCC1)C([C@H](C)NC([C@H](C(C)C)O)=O)=O)(Cl)Cl ((S)-1-[(S)-2-((S)-2-hydroxy-3-methyl-butyrylamino)-propionyl]-hexahydro-pyridazine-3-carboxylic acid 2,2,2-trichloro-ethyl ester), Cl (hydrochloric acid), O (water), O.[OH-].[Li+] (lithium hydroxide monohydrate). Product: O[C@H](C(=O)N[C@H](C(=O)N1N[C@@H](CCC1)C(=O)O)C)C(C)C ((S)-1-[(S)-2-((S)-2-Hydroxy-3-methyl-butyrylamino)-propionyl]-hexahydro-pyridazine-3-carboxylic acid). RXN SMILES: ClC(Cl)(Cl)C[O:4][C:5]([C@@H:7]1[CH2:12][CH2:11][CH2:10][N:9]([C:13](=[O:24])[C@@H:14]([NH:16][C:17](=[O:23])[C@@H:18]([OH:22])[CH:19]([CH3:21])[CH3:20])[CH3:15])[NH:8]1)=[O:6].O.O.[OH-].[Li+].Cl>O1CCCC1>[OH:22][C@@H:18]([CH:19]([CH3:21])[CH3:20])[C:17]([NH:16][C@@H:14]([CH3:15])[C:13]([N:9]1[CH2:10][CH2:11][CH2:12][C@@H:7]([C:5]([OH:6])=[O:4])[NH:8]1)=[O:24])=[O:23] |f:2.3.4|. Reaction conditions: time 45 minute. The solvent is O1CCCC1 (tetrahydrofuran). Procedure: To (S)-1-[(S)-2-((S)-2-hydroxy-3-methyl-butyrylamino)-propionyl]-hexahydro-pyridazine-3-carboxylic acid 2,2,2-trichloro-ethyl ester 1e (502 mg, 1.16 mmol) suspended in tetrahydrofuran (15 mL) and water (3 mL) was added lithium hydroxide monohydrate (69 mg, 1.65 mmol). The reaction mixture was stirred for 45 minutes and then hydrochloric acid (2 M, 0.75 mL) was added. The reaction mixture was stirred for 5 minutes and then evaporated. The crude residue was used directly in the next step without f... Reactants: CCOC(=O)CN1C(=O)C(NC(=O)OC(C)(C)C)CC(O)c2ccccc21, CC(=O)OC(C)=O. The product is CCOC(=O)CN1C(=O)C(NC(=O)OC(C)(C)C)CC(OC(C)=O)c2ccccc21. RXN SMILES: [C:1]([CH3:2])([CH3:3])([CH3:4])[O:5][C:6](=[O:7])[NH:8][CH:9]1[C:10](=[O:27])[N:11]([CH2:21][C:22](=[O:23])[O:24][CH2:25][CH3:26])[c:12]2[c:13]([cH:17][cH:18][cH:19][cH:20]2)[CH:14]([OH:16])[CH2:15]1.[CH3:28][C:29](=[O:30])[O:31][C:32](=[O:33])[CH3:34]>>[C:1]([CH3:2])([CH3:3])([CH3:4])[O:5][C:6](=[O:7])[NH:8][CH:9]1[C:10](=[O:27])[N:11]([CH2:21][C:22](=[O:23])[O:24][CH2:25][CH3:26])[c:12]2[c:13]([cH:17][cH:18][cH:19][cH:20]2)[CH:14]([O:16][C:29]([CH3:28])=[O:30])[CH2:15]1.